Task: describe an organic reaction: reactants, conditions, products, and yield. Dataset: the Open Reaction Database (ORD), a public repository of structured organic reaction records The reactants are COC(=O)[C@H]1N(C[C@@H](C1)S(=O)(=O)C1=CC=CC=C1)C(CC(C)=O)=S ((2S,4R)-4-benzenesulfonyl-1-(3-oxo-thiobutyryl)-pyrrolidine-2-carboxylic acid methyl ester), ClC1=NC=CC(=C1)NN ((2-chloro-pyridin-4-yl)-hydrazine). Yields the product COC(=O)[C@H]1N(C[C@@H](C1)S(=O)(=O)C1=CC=CC=C1)C=1N(N=C(C1)C)C1=CC(=NC=C1)Cl ((2S,4R)-4-Benzenesulfonyl-1-[2-(2-chloro-pyridin-4-yl)-5-methyl-2H-pyrazol-3-yl]-pyrrolidine-2-carboxylic acid methyl ester). Reaction SMILES: [CH3:1][O:2][C:3]([C@@H:5]1[CH2:9][C@@H:8]([S:10]([C:13]2[CH:18]=[CH:17][CH:16]=[CH:15][CH:14]=2)(=[O:12])=[O:11])[CH2:7][N:6]1[C:19](=S)[CH2:20][C:21](=O)[CH3:22])=[O:4].[Cl:25][C:26]1[CH:31]=[C:30]([NH:32][NH2:33])[CH:29]=[CH:28][N:27]=1>>[CH3:1][O:2][C:3]([C@@H:5]1[CH2:9][C@@H:8]([S:10]([C:13]2[CH:18]=[CH:17][CH:16]=[CH:15][CH:14]=2)(=[O:12])=[O:11])[CH2:7][N:6]1[C:19]1[N:32]([C:30]2[CH:29]=[CH:28][N:27]=[C:26]([Cl:25])[CH:31]=2)[N:33]=[C:21]([CH3:22])[CH:20]=1)=[O:4]. Reported procedure: In analogy to the procedure described in example 192 h, (2S,4R)-4-benzenesulfonyl-1-(3-oxo-thiobutyryl)-pyrrolidine-2-carboxylic acid methyl ester (example 261d) was reacted with (2-chloro-pyridin-4-yl)-hydrazine (CAS Reg. No. 700811-29-6) to give the title compound as yellow solid. MS (ESI): m/z=461.3 [M+H]+. Starting materials: CCOc1ccc2nc(N)sc2n1, CCN=C=NCCCN(C)C, CN1CCOCC1, O=C(O)C(OC1CCOCC1)c1ccc(S(=O)(=O)C2CC2)cc1, CN(C)C=O, On1nnc2ccccc21. Product: CCOc1ccc2nc(NC(=O)C(OC3CCOCC3)c3ccc(S(=O)(=O)C4CC4)cc3)sc2n1. As a reaction SMILES: [CH2:24]([CH3:25])[O:26][c:27]1[cH:28][cH:29][c:30]2[c:31]([n:32]1)[s:33][c:34]([NH2:36])[n:35]2.[CH3:47][CH2:48][N:49]=[C:50]=[N:51][CH2:52][CH2:53][CH2:54][N:55]([CH3:56])[CH3:57].[CH3:58][N:59]1[CH2:60][CH2:61][O:62][CH2:63][CH2:64]1.[CH:1]1([S:4](=[O:5])(=[O:6])[c:7]2[cH:8][cH:9][c:10]([CH:13]([C:14](=[O:15])[OH:16])[O:17][CH:18]3[CH2:19][CH2:20][O:21][CH2:22][CH2:23]3)[cH:11][cH:12]2)[CH2:2][CH2:3]1.[O:65]=[CH:66][N:67]([CH3:68])[CH3:69].[OH:37][n:38]1[c:39]2[c:40]([cH:41][cH:42][cH:43][cH:44]2)[n:45][n:46]1>>[CH:1]1([S:4](=[O:5])(=[O:6])[c:7]2[cH:8][cH:9][c:10]([CH:13]([C:14](=[O:16])[NH:36][c:34]3[s:33][c:31]4[c:30]([cH:29][cH:28][c:27]([O:26][CH2:24][CH3:25])[n:32]4)[n:35]3)[O:17][CH:18]3[CH2:19][CH2:20][O:21][CH2:22][CH2:23]3)[cH:11][cH:12]2)[CH2:2][CH2:3]1.